This data is from the Open Reaction Database (ORD), a public repository of structured organic reaction records. The task is: describe an organic reaction: reactants, conditions, products, and yield The reactants are COc1ccc(C)cc1C1=CC(C)(C)CC(C)(C)C1, CO. Product: COc1ccc(C)cc1C1CC(C)(C)CC(C)(C)C1. As a reaction SMILES: [CH3:1][O:2][c:3]1[c:4]([C:10]2=[CH:11][C:12]([CH3:18])([CH3:19])[CH2:13][C:14]([CH3:16])([CH3:17])[CH2:15]2)[cH:5][c:6]([CH3:9])[cH:7][cH:8]1.[CH3:20][OH:21]>>[CH3:1][O:2][c:3]1[c:4]([CH:10]2[CH2:11][C:12]([CH3:18])([CH3:19])[CH2:13][C:14]([CH3:16])([CH3:17])[CH2:15]2)[cH:5][c:6]([CH3:9])[cH:7][cH:8]1.